From a dataset of the Open Reaction Database (ORD), a public repository of structured organic reaction records. describe an organic reaction: reactants, conditions, products, and yield The reactants are CO (methanol), C(C)(C)(C)OC(N[C@@H]1[C@H](NC(C(C1)N1CC2=NN(C=C2C1)S(=O)(=O)C)=O)C1=C(C=CC(=C1)F)F)=O (tert-Butyl{(2R,3S)-2-(2,5-difluorophenyl)-5-[2-(methylsulfonyl)-2,6-dihydropyrrolo[3,4-c]pyrazol-5(4H)-yl]-6-oxopiperidin-3-yl}carbamate), solution. Run in O1CCCC1 (tetrahydrofuran), O1CCCC1 (tetrahydrofuran). Reaction conditions: temperature 0 celsius, time 75 minute. Product: C(C)(C)(C)OC(N[C@@H]1[C@H](NC[C@@H](C1)N1CC2=NN(C=C2C1)S(=O)(=O)C)C1=C(C=CC(=C1)F)F)=O (tert-Butyl{(2R,3S,5R)-2-(2,5-difluorophenyl)-5-[2-(methylsulfonyl)-2,6-dihydropyrrolo[3,4-c]pyrazol-5(4H)-yl]piperidin-3-yl}carbamate). As a reaction SMILES: [C:1]([O:5][C:6](=[O:35])[NH:7][C@H:8]1[CH2:13][CH:12]([N:14]2[CH2:21][C:20]3[C:16](=[N:17][N:18]([S:22]([CH3:25])(=[O:24])=[O:23])[CH:19]=3)[CH2:15]2)[C:11](=O)[NH:10][C@@H:9]1[C:27]1[CH:32]=[C:31]([F:33])[CH:30]=[CH:29][C:28]=1[F:34])([CH3:4])([CH3:3])[CH3:2].CO>O1CCCC1>[C:1]([O:5][C:6](=[O:35])[NH:7][C@H:8]1[CH2:13][C@@H:12]([N:14]2[CH2:21][C:20]3[C:16](=[N:17][N:18]([S:22]([CH3:25])(=[O:23])=[O:24])[CH:19]=3)[CH2:15]2)[CH2:11][NH:10][C@@H:9]1[C:27]1[CH:32]=[C:31]([F:33])[CH:30]=[CH:29][C:28]=1[F:34])([CH3:4])([CH3:2])[CH3:3]. Procedure: To a solution of the product from Step D (18.43 g, 36.0 mmol) in tetrahydrofuran (250 mL) was added borane dimethyl sulfide complex solution (144 mL, 288 mmol, 2.0 M solution in tetrahydrofuran) over 15 min. The reaction was placed in a preheated 70° C. bath and stirred for 75 min. The mixture was cooled to 0° C. and methanol (100 mL) slowly added over 15 min. The ice bath was removed and the mixture stirred for 30 min and the solvent removed in vacuo. The residue was dissolved in ethanol (150 m... The reactants are C(C)(=O)OC(C)=O (acetic anhydride), CO (methanol), NCCNC1=NC=C(C=C1)[N+](=O)[O-] (2-(2-aminoethylamino)-5-nitropyridine). Run in C(Cl)(Cl)(Cl)Cl (carbon tetrachloride). Yields the product C(C)(=O)NCCNC1=NC=C(C=C1)[N+](=O)[O-] (2-(2-Acetamidoethylamino)-5-nitropyridine). The yield is 81.7%. RXN SMILES: [NH2:1][CH2:2][CH2:3][NH:4][C:5]1[CH:10]=[CH:9][C:8]([N+:11]([O-:13])=[O:12])=[CH:7][N:6]=1.[C:14](OC(=O)C)(=[O:16])[CH3:15].CO>C(Cl)(Cl)(Cl)Cl>[C:14]([NH:1][CH2:2][CH2:3][NH:4][C:5]1[CH:10]=[CH:9][C:8]([N+:11]([O-:13])=[O:12])=[CH:7][N:6]=1)(=[O:16])[CH3:15]. Procedure: A suspension of 2-(2-aminoethylamino)-5-nitropyridine (5.0 g, 27.47 mmol) in carbon tetrachloride (60 ml) was treated with acetic anhydride (5.6 g, 54.9 mmol) and methanol (0.5 ml) and the resulting mixture was refluxed for 2 h then allowed to cool to room temperature. The mixture was filtered and the residue partitioned between 1M sodium hydroxide and CH2Cl2. The organic phase was dried (MgSO4) and concentrated to afford the title compound (5.03 g) as a buff solid m.p. 177-180°. MS(ES+) 225 (MH... Reactants: CCN(CC)CCNC(=O)c1cc(C)c(C=O)[nH]1, C1CCNCC1, CCO, O=C1Cc2c(cccc2-c2ccc(Cl)cc2)N1. The product is CCN(CC)CCNC(=O)c1cc(C)c(C=C2C(=O)Nc3cccc(-c4ccc(Cl)cc4)c32)[nH]1. As a reaction SMILES: [CH2:18]([CH3:19])[N:20]([CH2:21][CH2:22][NH:23][C:24](=[O:25])[c:26]1[nH:27][c:28]([CH:32]=[O:33])[c:29]([CH3:31])[cH:30]1)[CH2:34][CH3:35].[CH2:36]1[CH2:37][CH2:38][NH:39][CH2:40][CH2:41]1.[CH3:42][CH2:43][OH:44].[Cl:1][c:2]1[cH:3][cH:4][c:5](-[c:8]2[c:9]3[c:13]([cH:14][cH:15][cH:16]2)[NH:12][C:11](=[O:17])[CH2:10]3)[cH:6][cH:7]1>>[Cl:1][c:2]1[cH:3][cH:4][c:5](-[c:8]2[c:9]3[c:13]([cH:14][cH:15][cH:16]2)[NH:12][C:11](=[O:17])[C:10]3=[CH:32][c:28]2[nH:27][c:26]([C:24]([NH:23][CH2:22][CH2:21][N:20]([CH2:18][CH3:19])[CH2:34][CH3:35])=[O:25])[cH:30][c:29]2[CH3:31])[cH:6][cH:7]1. Conditions: temperature 0 celsius, time 1 hour. The reactants are C(CCC)[Li] (n-butyl lithium), CC(C)([O-])C.[Na+] (sodium tert-butoxide), C(CCC)[Li] (n-butyl lithium), C1(=CC=CC=C1)C1SCCCS1 (2-phenyl-[1,3]dithiane), BrCC1=COC=C1 (3-bromomethyl-furan). Procedure: A stirred suspension of sodium tert-butoxide (5.16 g, 54 mmol) in dry hexane (120 mL) was added n-butyl lithium (34 mL, 51 mmol) at 0° C. and stirred for 1 h at 0° C., and then for 1 h at room temperature. The mixture was cooled to −78° C., and transferred to a preformed mixture of 2-phenyl-[1,3]dithiane (10.0 g, 51 mmol) dissolved in dry THF (120 mL) at −78° C., and n-butyl lithium (34 mL, 51 mmol) and kept for 15 min. A dark brown colored solution was observed. After stirring for 1 h at −78° C... Product: C1(=CC=CC=C1)C1(SCCCS1)CC1=COC=C1 (3-(2-Phenyl-[1,3]dithian-2-ylmethyl)-furan). The solvent is C1CCOC1 (THF), CCCCCC (hexane). As a reaction SMILES: CC(C)([O-])C.[Na+].C([Li])CCC.[C:12]1([CH:18]2[S:23][CH2:22][CH2:21][CH2:20][S:19]2)[CH:17]=[CH:16][CH:15]=[CH:14][CH:13]=1.Br[CH2:25][C:26]1[CH:30]=[CH:29][O:28][CH:27]=1>CCCCCC.C1COCC1>[C:12]1([C:18]2([CH2:25][C:26]3[CH:30]=[CH:29][O:28][CH:27]=3)[S:19][CH2:20][CH2:21][CH2:22][S:23]2)[CH:13]=[CH:14][CH:15]=[CH:16][CH:17]=1 |f:0.1|. The reactants are C([O-])([O-])=O.[K+].[K+] (potassium carbonate), C(C)OC(C1=C(N=C(C=C1)Cl)Cl)=O (2,6-dichloro nicotinic acid ethyl ester), C(#N)C1=CC=C(C=C1)O (4-cyano phenol). Run in CN(C=O)C (DMF), CN(C=O)C (N,N-dimethyl-formamide). Run at temperature 5 celsius, time 2 hour. The product is C(C)OC(C1=C(N=C(C=C1)OC1=CC=C(C=C1)C#N)Cl)=O (2-Chloro-6-(4-cyano phenoxy)nicotinic Acid Ethyl Ester). Yield: 63.2%. RXN SMILES: C(=O)([O-])[O-].[K+].[K+].[CH2:7]([O:9][C:10](=[O:19])[C:11]1[CH:16]=[CH:15][C:14](Cl)=[N:13][C:12]=1[Cl:18])[CH3:8].[C:20]([C:22]1[CH:27]=[CH:26][C:25]([OH:28])=[CH:24][CH:23]=1)#[N:21]>CN(C)C=O>[CH2:7]([O:9][C:10](=[O:19])[C:11]1[CH:16]=[CH:15][C:14]([O:28][C:25]2[CH:26]=[CH:27][C:22]([C:20]#[N:21])=[CH:23][CH:24]=2)=[N:13][C:12]=1[Cl:18])[CH3:8] |f:0.1.2|. Procedure: 96.7 mg (0.7 mmol) of potassium carbonate was added to a stirred solution of 2,6-dichloro nicotinic acid ethyl ester 0.15 g (0.7 mmol) in 10 ml of N,N-dimethyl-formamide (DMF) cooled to 5° C. This was followed by dropwise addition (over a period of 10 min) of 4-cyano phenol 80 mg (0.68 mmol) dissolved in 2 ml of DMF. The reaction mixture was allowed to stir at RT for 2 h, concentrated under reduced pressure and the residue was dissolved in 100 ml of ethylacetate. The organic layer was washed wit... The reactants are O=C([O-])[O-], C=CCBr, CC#N, OC1(c2cc(F)cc(F)c2)CCNC1, [K+], [K+], [Na+], [Na+], O=C([O-])[O-]. The product is C=CCN1CCC(O)(c2cc(F)cc(F)c2)C1. RXN SMILES: [C:15](=[O:16])([O-:17])[O-:18].[CH2:21]([CH:22]=[CH2:23])[Br:24].[CH3:31][C:32]#[N:33].[F:1][c:2]1[cH:3][c:4]([C:9]2([OH:14])[CH2:10][NH:11][CH2:12][CH2:13]2)[cH:5][c:6]([F:8])[cH:7]1.[K+:19].[K+:20].[Na+:25].[Na+:26].[O-:27][C:28](=[O:29])[O-:30]>>[F:1][c:2]1[cH:3][c:4]([C:9]2([OH:14])[CH2:10][N:11]([CH2:23][CH:22]=[CH2:21])[CH2:12][CH2:13]2)[cH:5][c:6]([F:8])[cH:7]1. Starting materials: BrC=1SC(=CC1)C(C)=O (2-bromo-5-acetylthiophene), [H-].[Na+] (sodium hydride), O1CCCC1 (tetrahydrofuran), C(OC)(OC)=O (Dimethyl carbonate). Reaction conditions: temperature 60 celsius, time 18 hour. The product is BrC1=CC=C(S1)C(CC(=O)OC)=O (methyl 3-(5-bromothiophen-2-yl)-3-oxopropanoate). Isolated yield 86.5%. Reaction SMILES: [H-].[Na+].O1CCCC1.[C:8](=[O:13])([O:11][CH3:12])OC.[Br:14][C:15]1[S:16][C:17]([C:20](=[O:22])[CH3:21])=[CH:18][CH:19]=1>>[Br:14][C:15]1[S:16][C:17]([C:20](=[O:22])[CH2:21][C:8]([O:11][CH3:12])=[O:13])=[CH:18][CH:19]=1 |f:0.1|. Procedure: To a 500 mL round bottom flask was added a suspension of sodium hydride (1.950 g, 48.76 mmol) in tetrahydrofuran (250.00 mL, 3082.3 mmol). Dimethyl carbonate (8.218 mL, 97.53 mmol) was added followed by 2-bromo-5-acetylthiophene (5.000 g, 24.382 mmol) which was added in portions. The reaction mixture was heated to 60° C. and allowed to stir for 18 hours. The reaction was cooled to ambient temperature and quenched by the dropwise addition of water (100.0 mL). The mixture was acidified to pH 2 wit...